Dataset: the Open Reaction Database (ORD), a public repository of structured organic reaction records. Task: describe an organic reaction: reactants, conditions, products, and yield Reactants: C(C)(C)(C)[Si](C1=CC=CC=C1)(C1=CC=CC=C1)OC1CC=CC1 (tert-butyl(cyclopent-3-en-1-yloxy)diphenylsilane), [N+](=[N-])=CC(=O)OCC (ethyl 2-diazoacetate). The reagents and catalysts are CC(=O)[O-].CC(=O)[O-].CC(=O)[O-].CC(=O)[O-].[Rh+2].[Rh+2] (rhodium acetate dimer). The solvent is ClCCl (dichloromethane), ClCCl (dichloromethane). Reaction conditions: time 12 hour. Yields the product [Si](C1=CC=CC=C1)(C1=CC=CC=C1)(C(C)(C)C)OC1CC2C(C2C1)C(=O)OCC (ethyl 3-((tert-butyldiphenylsilyl)oxy)bicyclo[3.1.0]hexane-6-carboxylate). Yield: 538.0%. Reaction SMILES: [C:1]([Si:5]([O:18][CH:19]1[CH2:23][CH:22]=[CH:21][CH2:20]1)([C:12]1[CH:17]=[CH:16][CH:15]=[CH:14][CH:13]=1)[C:6]1[CH:11]=[CH:10][CH:9]=[CH:8][CH:7]=1)([CH3:4])([CH3:3])[CH3:2].[N+](=[CH:26][C:27]([O:29][CH2:30][CH3:31])=[O:28])=[N-]>ClCCl.CC([O-])=O.CC([O-])=O.CC([O-])=O.CC([O-])=O.[Rh+2].[Rh+2]>[Si:5]([O:18][CH:19]1[CH2:23][CH:22]2[CH:21]([CH:26]2[C:27]([O:29][CH2:30][CH3:31])=[O:28])[CH2:20]1)([C:1]([CH3:4])([CH3:2])[CH3:3])([C:12]1[CH:13]=[CH:14][CH:15]=[CH:16][CH:17]=1)[C:6]1[CH:11]=[CH:10][CH:9]=[CH:8][CH:7]=1 |f:3.4.5.6.7.8|. Procedure details: To a stirred solution of tert-butyl(cyclopent-3-en-1-yloxy)diphenylsilane (0.100 kg, 310 mmol) and rhodium acetate dimer (1.37 g, 3.10 mmol) in anhydrous dichloromethane (1.2 L) at room temperature was added a solution of ethyl 2-diazoacetate (63.68 mmol) in dichloromethane (300 mL) over 8 h. After an additional 12 h. The reaction mixture was filtered through Celite. Concentration of the filtrate afforded crude ethyl 3-((tert-butyldiphenylsilyl)oxy)bicyclo[3.1.0]hexane-6-carboxylate (140 g) whic...